Dataset: the Open Reaction Database (ORD), a public repository of structured organic reaction records. Task: describe an organic reaction: reactants, conditions, products, and yield Starting materials: CCCC[Sn](CCCC)(CCCC)c1cc2ncnc(Cl)c2s1, [Cu]I, Ic1cnn(CCN2CCCC2)c1, CN(C)C=O, O=C(C=Cc1ccccc1)C=Cc1ccccc1, O=C(C=Cc1ccccc1)C=Cc1ccccc1, O=C(C=Cc1ccccc1)C=Cc1ccccc1, [Pd], [Pd]. Yields the product Clc1ncnc2cc(-c3cnn(CCN4CCCC4)c3)sc12. Reaction SMILES: [Cl:1][c:2]1[c:3]2[c:4]([n:5][cH:6][n:7]1)[cH:8][c:9]([Sn:11]([CH2:12][CH2:13][CH2:14][CH3:15])([CH2:16][CH2:17][CH2:18][CH3:19])[CH2:20][CH2:21][CH2:22][CH3:23])[s:10]2.[Cu:98][I:99].[I:24][c:25]1[cH:26][n:27][n:28]([CH2:30][CH2:31][N:32]2[CH2:33][CH2:34][CH2:35][CH2:36]2)[cH:29]1.[O:37]=[CH:38][N:39]([CH3:40])[CH3:41].[O:44]=[C:45]([CH:46]=[CH:47][c:48]1[cH:49][cH:50][cH:51][cH:52][cH:53]1)[CH:54]=[CH:55][c:56]1[cH:57][cH:58][cH:59][cH:60][cH:61]1.[O:62]=[C:63]([CH:64]=[CH:65][c:66]1[cH:67][cH:68][cH:69][cH:70][cH:71]1)[CH:72]=[CH:73][c:74]1[cH:75][cH:76][cH:77][cH:78][cH:79]1.[O:80]=[C:81]([CH:82]=[CH:83][c:84]1[cH:85][cH:86][cH:87][cH:88][cH:89]1)[CH:90]=[CH:91][c:92]1[cH:93][cH:94][cH:95][cH:96][cH:97]1.[Pd:42].[Pd:43]>>[Cl:1][c:2]1[c:3]2[c:4]([n:5][cH:6][n:7]1)[cH:8][c:9](-[c:25]1[cH:26][n:27][n:28]([CH2:30][CH2:31][N:32]3[CH2:33][CH2:34][CH2:35][CH2:36]3)[cH:29]1)[s:10]2. Reactants: [H-].[Al+3].[Li+].[H-].[H-].[H-] (lithium aluminum hydride), CCCCCCCCCCCCCCCCCC(=O)CCCCCCCCCCCCCCCCC (stearone). The solvent is O1CCCC1 (tetrahydrofuran). Reaction conditions: time 8 hour. Yields the product OC(CCCCCCCCCCCCCCCCC)CCCCCCCCCCCCCCCCC (18-Hydroxypentatriacontane), alcohol. The yield is 97.0%. Reaction SMILES: [H-].[Al+3].[Li+].[H-].[H-].[H-].[CH3:7][CH2:8][CH2:9][CH2:10][CH2:11][CH2:12][CH2:13][CH2:14][CH2:15][CH2:16][CH2:17][CH2:18][CH2:19][CH2:20][CH2:21][CH2:22][CH2:23][C:24]([CH2:26][CH2:27][CH2:28][CH2:29][CH2:30][CH2:31][CH2:32][CH2:33][CH2:34][CH2:35][CH2:36][CH2:37][CH2:38][CH2:39][CH2:40][CH2:41][CH3:42])=[O:25]>O1CCCC1>[OH:25][CH:24]([CH2:26][CH2:27][CH2:28][CH2:29][CH2:30][CH2:31][CH2:32][CH2:33][CH2:34][CH2:35][CH2:36][CH2:37][CH2:38][CH2:39][CH2:40][CH2:41][CH3:42])[CH2:23][CH2:22][CH2:21][CH2:20][CH2:19][CH2:18][CH2:17][CH2:16][CH2:15][CH2:14][CH2:13][CH2:12][CH2:11][CH2:10][CH2:9][CH2:8][CH3:7] |f:0.1.2.3.4.5|. Procedure: 18-Hydroxypentatriacontane (2-1) was prepared as follows and used without further purification. In a dry flask charged with argon was prepared a solution of lithium aluminum hydride (0.75 g, (19.8 mmol)) in freshly distilled tetrahydrofuran (400 mL). To this solution was added stearone (5.0 g, (9.9 mmol)). The reaction mixture was slowly brought to reflux (and allowed to stir at reflux overnight). After cooling to room temperature, the remaining lithium aluminum hydride was quenched by the dropw... The reactants are CCN(CC)CCOc1ccc(N)cc1, CO, O=C(O)C#Cc1ccc(Cl)cc1Cl, ClCCl, N. The product is CCN(CC)CCOc1ccc(NC(=O)C#Cc2ccc(Cl)cc2Cl)cc1. Reaction SMILES: [CH2:1]([CH3:2])[N:3]([CH2:4][CH2:5][O:6][c:7]1[cH:8][cH:9][c:10]([NH2:13])[cH:11][cH:12]1)[CH2:14][CH3:15].[CH3:30][OH:31].[Cl:16][c:17]1[c:18]([C:24]#[C:25][C:26](=[O:27])[OH:28])[cH:19][cH:20][c:21]([Cl:23])[cH:22]1.[Cl:32][CH2:33][Cl:34].[NH3:29]>>[CH2:1]([CH3:2])[N:3]([CH2:4][CH2:5][O:6][c:7]1[cH:8][cH:9][c:10]([NH:13][C:26]([C:25]#[C:24][c:18]2[c:17]([Cl:16])[cH:22][c:21]([Cl:23])[cH:20][cH:19]2)=[O:27])[cH:11][cH:12]1)[CH2:14][CH3:15]. The reactants are CCCCC1Cc2cc(OC)ccc2C1=O, CN(C)C=O, CCOC(C)=O, O=C1CCC(=O)N1Cl. Yields the product CCCCC1Cc2c(ccc(OC)c2Cl)C1=O. As a reaction SMILES: [CH2:9]([CH2:10][CH2:11][CH3:12])[CH:13]1[C:14](=[O:24])[c:15]2[cH:16][cH:17][c:18]([O:22][CH3:23])[cH:19][c:20]2[CH2:21]1.[CH3:25][N:26]([CH3:27])[CH:28]=[O:29].[CH3:30][CH2:31][O:32][C:33]([CH3:34])=[O:35].[Cl:1][N:2]1[C:3](=[O:4])[CH2:5][CH2:6][C:7]1=[O:8]>>[Cl:1][c:19]1[c:18]([O:22][CH3:23])[cH:17][cH:16][c:15]2[c:20]1[CH2:21][CH:13]([CH2:9][CH2:10][CH2:11][CH3:12])[C:14]2=[O:24]. Starting materials: CN(C=CC1=C2C=NNC2=C(C=C1)[N+](=O)[O-])C (N,N-dimethyl-N-[2-(7-nitro-1H-indazol-4-yl)ethenyl]amine), hydroxylamine-orthosulfonic acid. Solvent: O (water). Yields the product [N+](=O)([O-])C=1C=CC(=C2C=NNC12)CC#N (2-(7-nitro-1H-indazol-4-yl)acetonitrile). Isolated yield 78.9%. RXN SMILES: C[N:2](C)[CH:3]=[CH:4][C:5]1[CH:13]=[CH:12][C:11]([N+:14]([O-:16])=[O:15])=[C:10]2[C:6]=1[CH:7]=[N:8][NH:9]2>O>[N+:14]([C:11]1[CH:12]=[CH:13][C:5]([CH2:4][C:3]#[N:2])=[C:6]2[C:10]=1[NH:9][N:8]=[CH:7]2)([O-:16])=[O:15]. Reported procedure: At room temperature, 23.3 g of N,N-dimethyl-N-[2-(7-nitro-1H-indazol-4-yl)ethenyl]amine and 35.0 g of hydroxylamine-orthosulfonic acid are agitated in 400 ml of water for 24 hours. The precipitate is suctioned off, washed with water, and recrystallized from ethyl acetate, thus obtaining 16.0 g of 2-(7-nitro-1H-indazol-4-yl)acetonitrile, mp 198°-200° C. Product: FC=1C=C(C=CC1O)N1C=CC=2C(=CC=CC12)O (1(3-Fluoro-4-hydroxyphenyl)-1H-indol-4-ol). The reagents and catalysts are [Pd] (Pd on charcoal). The solvent is C(C)O (ethanol), C(C)(=O)OCC (ethyl acetate), CO (methanol). Yield: 67.9%. The reactants are FC=1C=C(C=CC1OCC1=CC=CC=C1)N1C=CC2=C(C=CC=C12)OCC1=CC=CC=C1 (1-{3-Fluoro-4-[(phenylmethyl)oxy]phenyl}-4-[(phenylmethyl)oxy]-1H-indole), N1CCC2=CC=CC=C12 (indoline), C(Cl)(Cl)Cl (chloroform), CCCCCC (hexane). RXN SMILES: [F:1][C:2]1[CH:3]=[C:4]([N:16]2[C:24]3[C:19](=[C:20]([O:25]CC4C=CC=CC=4)[CH:21]=[CH:22][CH:23]=3)[CH:18]=[CH:17]2)[CH:5]=[CH:6][C:7]=1[O:8]CC1C=CC=CC=1.C(Cl)(Cl)Cl.CCCCCC.N1C2C(=CC=CC=2)CC1>C(O)C.C(OCC)(=O)C.CO.[Pd]>[F:1][C:2]1[CH:3]=[C:4]([N:16]2[C:24]3[CH:23]=[CH:22][CH:21]=[C:20]([OH:25])[C:19]=3[CH:18]=[CH:17]2)[CH:5]=[CH:6][C:7]=1[OH:8]. Procedure details: A suspension of 1-{3-fluoro-4-[(phenylmethyl)oxy]phenyl}-4-[(phenylmethyl)oxy]-1H-indole (D1) (2.32 g, 5.48 mmol) in ethanol (100 mL) and ethyl acetate (100 mL) was hydrogenated in the presence of 10% Pd on charcoal (500 mg) at atmospheric pressure and room temperature overnight. The mixture was filtered and concentrated and then purified by chromatography on silica gel (elution with 0-50% ethyl acetate in hexane) to give a pink gum, which was solidified by the addition of chloroform (˜0.5 mL) a...